Dataset: the Open Reaction Database (ORD), a public repository of structured organic reaction records. Task: describe an organic reaction: reactants, conditions, products, and yield The reactants are BrC=1C=C(C=CC1)NC(C=C(C)C)=O (N-(3-bromophenyl)-3,3-dimethyl-acrylamide), CI (methyl iodide), [OH-].[K+] (potassium hydroxide), ice water. The solvent is CS(=O)C (dimethylsulfoxide), CS(=O)C (DMSO), CS(=O)C (dimethyl sulfoxide). Run at time 30 minute. Product: CN(C(C=C(C)C)=O)C1=CC(=CC=C1)Br (N-methyl-N-(3-bromophenyl)-3,3-dimethyl-acrylamide). The yield is 85.2%. RXN SMILES: [OH-].[K+].[Br:3][C:4]1[CH:5]=[C:6]([NH:10][C:11](=[O:16])[CH:12]=[C:13]([CH3:15])[CH3:14])[CH:7]=[CH:8][CH:9]=1.[CH3:17]I>CS(C)=O>[CH3:17][N:10]([C:6]1[CH:7]=[CH:8][CH:9]=[C:4]([Br:3])[CH:5]=1)[C:11](=[O:16])[CH:12]=[C:13]([CH3:14])[CH3:15] |f:0.1|. Procedure details: 28.7 g of powdered potassium hydroxide were suspended in 300 ml of dimethyl sulfoxide and a solution of 32.6 g of N-(3-bromophenyl)-3,3-dimethyl-acrylamide in 200 ml of dimethylsulfoxide (DMSO) was added dropwise thereto. The mixture was stirred at room temperature for 30 minutes and subsequently a solution of 27.5 g of methyl iodide in 150 ml of DMSO was added dropwise thereto. After 2.5 hours the mixture was poured on to 1 l of ice/water and extracted with ethyl acetate. The organic phase was ... Starting materials: CN(C)C=O, CC#N, C1CNC2CNCC2C1, N#Cc1c(Cl)c(F)cc2c(=O)c(C(=O)O)cn(C3CC3)c12, C1CN2CCN1CC2. The product is N#Cc1c(N2CC3CCCNC3C2)c(F)cc2c(=O)c(C(=O)O)cn(C3CC3)c12. As a reaction SMILES: [CH3:39][N:40]([CH3:41])[CH:42]=[O:43].[CH3:44][C:45]#[N:46].[CH:22]12[NH:23][CH2:24][CH2:25][CH2:26][CH:27]1[CH2:28][NH:29][CH2:30]2.[Cl:1][c:2]1[c:3]([F:21])[cH:4][c:5]2[c:6](=[O:20])[c:7]([C:17](=[O:18])[OH:19])[cH:8][n:9]([CH:14]3[CH2:15][CH2:16]3)[c:10]2[c:11]1[C:12]#[N:13].[N:31]12[CH2:32][CH2:33][N:34]([CH2:35][CH2:36]1)[CH2:37][CH2:38]2>>[c:2]1([N:29]2[CH2:28][CH:27]3[CH:22]([NH:23][CH2:24][CH2:25][CH2:26]3)[CH2:30]2)[c:3]([F:21])[cH:4][c:5]2[c:6](=[O:20])[c:7]([C:17](=[O:18])[OH:19])[cH:8][n:9]([CH:14]3[CH2:15][CH2:16]3)[c:10]2[c:11]1[C:12]#[N:13]. Reactants: N(=O)OC(C)(C)C (tert-butyl nitrite), IC1=C(C=CC=2N=C(SC21)COC)N (7-iodo-2-methoxymethyl-benzothiazol-6-ylamine), O (Water). Run in C1CCOC1 (THF). Conditions: temperature 50 celsius, time 3 hour. The product is IC1=CC=CC=2N=C(SC21)COC (7-iodo-2-methoxymethyl-benzothiazole). Isolated yield 58.3%. RXN SMILES: [I:1][C:2]1[C:10]2[S:9][C:8]([CH2:11][O:12][CH3:13])=[N:7][C:6]=2[CH:5]=[CH:4][C:3]=1N.N(OC(C)(C)C)=O.O>C1COCC1>[I:1][C:2]1[C:10]2[S:9][C:8]([CH2:11][O:12][CH3:13])=[N:7][C:6]=2[CH:5]=[CH:4][CH:3]=1. Procedure: To a cooled (0° C.) solution of 7-iodo-2-methoxymethyl-benzothiazol-6-ylamine (1.8 g, 5.62 mmol) in THF under nitrogen was added tert-butyl nitrite (3.3 mL, 28.1 mmol) dropwise. The reaction mixture stirred 3 h at 50° C. Water was added and the mixture was extracted with ethyl acetate. The combined organic fractions were washed with water and brine, dried over sodium sulfate, and concentrated. Purification of the residue by column chromatography afforded 1.0 g (60%) of the title compound. 1H NMR... Yields the product CCOC(=O)CC(N)c1ccc(OCC)c(F)c1. RXN SMILES: [C:37]([OH:38])(=[O:39])[CH3:40].[CH2:1]([CH3:2])[O:3][C:4]([CH2:5][CH:6]([c:7]1[cH:8][c:9]([F:16])[c:10]([O:13][CH2:14][CH3:15])[cH:11][cH:12]1)[N:17]([CH2:18][c:19]1[cH:20][cH:21][cH:22][cH:23][cH:24]1)[CH:25]([c:26]1[cH:27][cH:28][cH:29][cH:30][cH:31]1)[CH3:32])=[O:33].[CH3:34][CH2:35][OH:36].[OH-:41].[OH-:42].[Pd+2:43]>>[CH2:1]([CH3:2])[O:3][C:4]([CH2:5][CH:6]([c:7]1[cH:8][c:9]([F:16])[c:10]([O:13][CH2:14][CH3:15])[cH:11][cH:12]1)[NH2:17])=[O:33]. Starting materials: CC(=O)O, CCOC(=O)CC(c1ccc(OCC)c(F)c1)N(Cc1ccccc1)C(C)c1ccccc1, CCO, [OH-], [OH-], [Pd+2]. Starting materials: O=C([O-])[O-], COC(=O)c1ccc(C(=O)OC)c(I)c1, Cc1ccccc1, CCOC(C)=O, [Cs+], [Cs+], Oc1ccccc1. The product is COC(=O)c1ccc(C(=O)OC)c(Oc2ccccc2)c1. As a reaction SMILES: [C:23](=[O:24])([O-:25])[O-:26].[CH3:1][O:2][C:3]([c:4]1[c:5]([I:14])[cH:6][c:7]([C:8](=[O:9])[O:10][CH3:11])[cH:12][cH:13]1)=[O:15].[CH3:29][c:30]1[cH:31][cH:32][cH:33][cH:34][cH:35]1.[CH3:36][CH2:37][O:38][C:39]([CH3:40])=[O:41].[Cs+:27].[Cs+:28].[OH:16][c:17]1[cH:18][cH:19][cH:20][cH:21][cH:22]1>>[CH3:1][O:2][C:3]([c:4]1[c:5]([O:16][c:17]2[cH:18][cH:19][cH:20][cH:21][cH:22]2)[cH:6][c:7]([C:8](=[O:9])[O:10][CH3:11])[cH:12][cH:13]1)=[O:15]. Reactants: BrCC1CO1, O=C1NC(=O)c2ccccc21, CN(C)C=O, [K], O. The product is O=C1c2ccccc2C(=O)N1OCC1CO1. Reaction SMILES: [Br:13][CH2:14][CH:15]1[CH2:16][O:17]1.[C:1]1(=[O:11])[c:2]2[c:3]([cH:7][cH:8][cH:9][cH:10]2)[C:4](=[O:6])[NH:5]1.[CH3:19][N:20]([CH3:21])[CH:22]=[O:23].[K:12].[OH2:18]>>[C:1]1(=[O:11])[c:2]2[c:3]([cH:7][cH:8][cH:9][cH:10]2)[C:4](=[O:6])[N:5]1[O:18][CH2:14][CH:15]1[CH2:16][O:17]1. Reactants: BrB(Br)Br, CO, ClCCl, CCOCc1nc2c(N)nc3cc(-c4ccc(F)c(F)c4)cnc3c2n1CC(C)(C)O. Product: CC(C)(O)Cn1c(CO)nc2c(N)nc3cc(-c4ccc(F)c(F)c4)cnc3c21. RXN SMILES: [B:32]([Br:33])([Br:34])[Br:35].[CH3:36][OH:37].[Cl:38][CH2:39][Cl:40].[NH2:1][c:2]1[n:3][c:4]2[cH:5][c:6](-[c:24]3[cH:25][c:26]([F:31])[c:27]([F:30])[cH:28][cH:29]3)[cH:7][n:8][c:9]2[c:10]2[c:11]1[n:12][c:13]([CH2:20][O:21][CH2:22][CH3:23])[n:14]2[CH2:15][C:16]([CH3:17])([OH:18])[CH3:19]>>[NH2:1][c:2]1[n:3][c:4]2[cH:5][c:6](-[c:24]3[cH:25][c:26]([F:31])[c:27]([F:30])[cH:28][cH:29]3)[cH:7][n:8][c:9]2[c:10]2[c:11]1[n:12][c:13]([CH2:20][OH:21])[n:14]2[CH2:15][C:16]([CH3:17])([OH:18])[CH3:19]. The reactants are ClCCl (dichloromethane), C(C1=CC=CC=C1)C1=NC(=CC=C1)N1C[C@H]([C@@H](C1)O)OCOC (2-benzyl-6-[(3R,4R)-3-methoxymethyloxy-4-hydroxypyrrolidine-1-yl]pyridine), ClCCl (dichloromethane), C(C)N(CC)S(F)(F)F (diethylaminosulfur trifluoride). Solvent: O (water). Reaction conditions: time 1 hour. The product is C(C1=CC=CC=C1)C1=NC(=CC=C1)N1C[C@H]([C@H](C1)F)OCOC (2-benzyl-6-[(3R,4S)-3-methoxymethyloxy-4-fluoropyrrolidine-1-yl]pyridine). As a reaction SMILES: ClCCl.[CH2:4]([C:11]1[CH:16]=[CH:15][CH:14]=[C:13]([N:17]2[CH2:21][C@@H:20](O)[C@H:19]([O:23][CH2:24][O:25][CH3:26])[CH2:18]2)[N:12]=1)[C:5]1[CH:10]=[CH:9][CH:8]=[CH:7][CH:6]=1.C(N(S(F)(F)[F:33])CC)C>O>[CH2:4]([C:11]1[CH:16]=[CH:15][CH:14]=[C:13]([N:17]2[CH2:21][C@H:20]([F:33])[C@H:19]([O:23][CH2:24][O:25][CH3:26])[CH2:18]2)[N:12]=1)[C:5]1[CH:10]=[CH:9][CH:8]=[CH:7][CH:6]=1. Procedure: 5.0 ml of a dichloromethane solution of 2-benzyl-6-[(3R,4R)-3-methoxymethyloxy-4-hydroxypyrrolidine-1-yl]pyridine was added dropwise into a solution of 10 ml of dichloromethane containing 278 μl of diethylaminosulfur trifluoride at −78° C. over 10 minutes. After stirring at room temperature for one hour, it was heated under stirring at 40° C. for one hour. After cooling as it was, the reaction solution was poured into water. The mixture was extracted with ethyl acetate, and the organic phase was... Reactants: C(OC1=CC=C(C=C1)S(=O)(=O)N1[C@H](C(NC2=CC=C(C=C12)F)=O)CC)([O-])=O (4-{[(2S)-2-ethyl-7-fluoro-3-oxo-3,4-dihydroquinoxalin-1 (2H)-yl]sulfonyl}phenyl carbonate), BrCCCC (1-bromobutane), C(C)[C@H]1C(N(C2=CC=C(C=C2N1S(=O)(=O)C1=CC=C(C=C1)O)F)CCC)=O ((3S)-3-ethyl-6-fluoro-4-[(4-hydroxyphenyl)sulfonyl]-1-propyl-3,4-dihydroquinoxalin-2(1H)-one). Product: C(CCC)N1C([C@@H](N(C2=CC(=CC=C12)F)S(=O)(=O)C1=CC=C(C=C1)O)CC)=O ((3S)-1-Butyl-3-ethyl-6-fluoro-4-[(4-hydroxyphenyl)sulfonyl]-3,4-dihydroquinoxalin-2(1H)-one). Reaction SMILES: C(=O)([O-])[O:2][C:3]1[CH:8]=[CH:7][C:6]([S:9]([N:12]2[C:21]3[C:16](=[CH:17][CH:18]=[C:19]([F:22])[CH:20]=3)[NH:15][C:14](=[O:23])[C@@H:13]2[CH2:24][CH3:25])(=[O:11])=[O:10])=[CH:5][CH:4]=1.Br[CH2:29][CH2:30][CH2:31][CH3:32].C([C@@H]1N(S(C2C=CC(O)=CC=2)(=O)=O)C2C(=CC=C(F)C=2)N(CCC)C1=O)C>>[CH2:29]([N:15]1[C:16]2[C:21](=[CH:20][C:19]([F:22])=[CH:18][CH:17]=2)[N:12]([S:9]([C:6]2[CH:7]=[CH:8][C:3]([OH:2])=[CH:4][CH:5]=2)(=[O:10])=[O:11])[C@@H:13]([CH2:24][CH3:25])[C:14]1=[O:23])[CH2:30][CH2:31][CH3:32]. Procedure: 4-{[(2S)-2-ethyl-7-fluoro-3-oxo-3,4-dihydroquinoxalin-1 (2H)-yl]sulfonyl}phenyl carbonate (see Example 20) was treated with 1-bromobutane according to the procedure for the preparation of (3S)-3-ethyl-6-fluoro-4-[(4-hydroxyphenyl)sulfonyl]-1-propyl-3,4-dihydroquinoxalin-2(1H)-one (see Example 20) to yield (3S)-1-Butyl-3-ethyl-6-fluoro-4-[(4-hydroxyphenyl)sulfonyl]-3,4-dihydroquinoxalin-2(1H)-one. [α]D25=−4° (c=0.0058 G/ML, DMSO); MS (ESI) m/z 407 ([M+H]+); MS (ESI) m/z 405 ([M−H]−);